Dataset: the Open Reaction Database (ORD), a public repository of structured organic reaction records. Task: describe an organic reaction: reactants, conditions, products, and yield Starting materials: ClC1=CC=C2C(=C(N(C2=C1)C=1C=NN(C1)CCC)C)SC=1C=C(C=CC1)CC(=O)O ({3-[6-Chloro-1-(1-propyl-1H-pyrazol-4-yl)-2-methyl-1H-indol-3-ylsulfanyl]-phenyl}-acetic acid), C1(CC1)S(=O)(=O)N (cyclopropanesulfonamide). Yields the product ClC1=CC=C2C(=C(N(C2=C1)C=1C=NN(C1)CCC)C)SC=1C=C(C=CC1)CC(=O)NS(=O)(=O)C1CC1 (cyclopropanesulfonic acid (2-{3-[6-chloro-2-methyl-1-(1-propyl-1H-pyrazol-4-yl)-1H-indol-3-ylsulfanyl]-phenyl}-acetyl)-amide). As a reaction SMILES: [Cl:1][C:2]1[CH:10]=[C:9]2[C:5]([C:6]([S:20][C:21]3[CH:22]=[C:23]([CH2:27][C:28](O)=[O:29])[CH:24]=[CH:25][CH:26]=3)=[C:7]([CH3:19])[N:8]2[C:11]2[CH:12]=[N:13][N:14]([CH2:16][CH2:17][CH3:18])[CH:15]=2)=[CH:4][CH:3]=1.[CH:31]1([S:34]([NH2:37])(=[O:36])=[O:35])[CH2:33][CH2:32]1>>[Cl:1][C:2]1[CH:10]=[C:9]2[C:5]([C:6]([S:20][C:21]3[CH:22]=[C:23]([CH2:27][C:28]([NH:37][S:34]([CH:31]4[CH2:33][CH2:32]4)(=[O:36])=[O:35])=[O:29])[CH:24]=[CH:25][CH:26]=3)=[C:7]([CH3:19])[N:8]2[C:11]2[CH:12]=[N:13][N:14]([CH2:16][CH2:17][CH3:18])[CH:15]=2)=[CH:4][CH:3]=1. Procedure: Prepared according to the procedure described in the synthesis of Example 117 using the following starting materials: {3-[6-Chloro-1-(1-propyl-1H-pyrazol-4-yl)-2-methyl-1H-indol-3-ylsulfanyl]-phenyl}-acetic acid and cyclopropanesulfonamide. The reactants are C1(=CC=CC=C1)[Sb](C1=CC=CC=C1)(C1=CC=CC=C1)=O (Triphenyl antimony oxide), C(C=C)(=O)O (acrylic acid). Yields the product C(C=C)(=O)[O-].C(C=C)(=O)[O-].C1(=CC=CC=C1)[Sb+2](C1=CC=CC=C1)C1=CC=CC=C1 (triphenyl antimony diacrylate). Reaction SMILES: [C:1]1([Sb:7](=O)([C:14]2[CH:19]=[CH:18][CH:17]=[CH:16][CH:15]=2)[C:8]2[CH:13]=[CH:12][CH:11]=[CH:10][CH:9]=2)[CH:6]=[CH:5][CH:4]=[CH:3][CH:2]=1.[C:21]([OH:25])(=[O:24])[CH:22]=[CH2:23]>>[C:21]([O-:25])(=[O:24])[CH:22]=[CH2:23].[C:21]([O-:25])(=[O:24])[CH:22]=[CH2:23].[C:14]1([Sb+2:7]([C:1]2[CH:2]=[CH:3][CH:4]=[CH:5][CH:6]=2)[C:8]2[CH:13]=[CH:12][CH:11]=[CH:10][CH:9]=2)[CH:15]=[CH:16][CH:17]=[CH:18][CH:19]=1 |f:2.3.4|. Procedure: Triphenyl antimony oxide was reacted with acrylic acid to yield triphenyl antimony diacrylate. ##STR13##